This data is from the Open Reaction Database (ORD), a public repository of structured organic reaction records. The task is: describe an organic reaction: reactants, conditions, products, and yield The reactants are O=C(Cl)COCc1ccccc1, COc1ccc(C2CNCC2(C)CO)cc1OCC1CC1, CCN(C(C)C)C(C)C, [Li+], [OH-], O. Product: COc1ccc(C2CN(C(=O)COCc3ccccc3)CC2(C)CO)cc1OCC1CC1. RXN SMILES: [CH2:31]([c:32]1[cH:33][cH:34][cH:35][cH:36][cH:37]1)[O:38][CH2:39][C:40](=[O:41])[Cl:42].[CH:1]1([CH2:4][O:5][c:6]2[cH:7][c:8]([CH:14]3[C:15]([CH3:19])([CH2:20][OH:21])[CH2:16][NH:17][CH2:18]3)[cH:9][cH:10][c:11]2[O:12][CH3:13])[CH2:2][CH2:3]1.[CH:22]([N:23]([CH2:24][CH3:25])[CH:26]([CH3:27])[CH3:28])([CH3:29])[CH3:30].[Li+:44].[OH-:43].[OH2:45]>>[CH:1]1([CH2:4][O:5][c:6]2[cH:7][c:8]([CH:14]3[C:15]([CH3:19])([CH2:20][OH:21])[CH2:16][N:17]([C:40]([CH2:39][O:38][CH2:31][c:32]4[cH:33][cH:34][cH:35][cH:36][cH:37]4)=[O:41])[CH2:18]3)[cH:9][cH:10][c:11]2[O:12][CH3:13])[CH2:2][CH2:3]1. Reactants: C1(CC1)C=1N=CC(=NC1OCC1CC1)C(=O)O (5-cyclopropyl-6-cyclopropylmethoxy-pyrazine-2-carboxylic acid), CC(CC=1N=C(OC1C)C1=CC=CC=C1)(C)N (1,1-dimethyl-2-(5-methyl-2-phenyl-oxazol-4-yl)-ethylamine). The product is CC(CC=1N=C(OC1C)C1=CC=CC=C1)(C)NC(=O)C1=NC(=C(N=C1)C1CC1)OCC1CC1 (5-Cyclopropyl-6-cyclopropylmethoxy-pyrazine-2-carboxylic acid [1,1-dimethyl-2-(5-methyl-2-phenyl-oxazol-4-yl)-ethyl]-amide). RXN SMILES: [CH:1]1([C:4]2[N:5]=[CH:6][C:7]([C:15]([OH:17])=O)=[N:8][C:9]=2[O:10][CH2:11][CH:12]2[CH2:14][CH2:13]2)[CH2:3][CH2:2]1.[CH3:18][C:19]([NH2:34])([CH3:33])[CH2:20][C:21]1[N:22]=[C:23]([C:27]2[CH:32]=[CH:31][CH:30]=[CH:29][CH:28]=2)[O:24][C:25]=1[CH3:26]>>[CH3:33][C:19]([NH:34][C:15]([C:7]1[CH:6]=[N:5][C:4]([CH:1]2[CH2:2][CH2:3]2)=[C:9]([O:10][CH2:11][CH:12]2[CH2:13][CH2:14]2)[N:8]=1)=[O:17])([CH3:18])[CH2:20][C:21]1[N:22]=[C:23]([C:27]2[CH:32]=[CH:31][CH:30]=[CH:29][CH:28]=2)[O:24][C:25]=1[CH3:26]. Procedure details: The title compound was synthesized in analogy to Example 69, using 5-cyclopropyl-6-cyclopropylmethoxy-pyrazine-2-carboxylic acid (Example 10 g, 50 mg, 0.21 mmol) and 1,1-dimethyl-2-(5-methyl-2-phenyl-oxazol-4-yl)-ethylamine (57.2 mg, 0.32 mmol) as starting materials and isolated (75 mg, 73.6%) as white solid; LC-MS (UV peak area, ESI) 92.82%, 446.8 (M+H)+. Starting materials: CC1CC=2C(=CC=3C(C4=CC=CC=C4C3C2)(CCCCCCCCCCCCCC)CCCCCCCCCCCCCC)C1=O (methyl-9,9-ditetradecyl-2,3-dihydrocyclopenta[b]fluoren-1(9H)-one), C1CCOC1 (THF), [BH4-].[Na+] (Sodium borohydride). Run in C(C)O (ethanol). Run at time 12 hour. Product: 2, CC1=CCC=2C1=CC=1C(C3=CC=CC=C3C1C2)(CCCCCCCCCCCCCC)CCCCCCCCCCCCCC (methyl-9,9-ditetradecyl-3,9-dihydrocyclopenta[b]fluorene). Yield: 78.5%. Reaction SMILES: CC1C(=O)[C:5]2=[CH:6][C:7]3[C:8]([CH2:31][CH2:32][CH2:33][CH2:34][CH2:35][CH2:36][CH2:37][CH2:38][CH2:39][CH2:40][CH2:41][CH2:42][CH2:43][CH3:44])([CH2:17][CH2:18][CH2:19][CH2:20][CH2:21][CH2:22][CH2:23][CH2:24][CH2:25][CH2:26][CH2:27][CH2:28][CH2:29][CH3:30])[C:9]4[C:14]([C:15]=3[CH:16]=[C:4]2C1)=[CH:13][CH:12]=[CH:11][CH:10]=4.[BH4-].[Na+].[CH2:49]1[CH2:53]O[CH2:51][CH2:50]1>C(O)C>[CH3:51][C:50]1[C:5]2=[CH:6][C:7]3[C:8]([CH2:31][CH2:32][CH2:33][CH2:34][CH2:35][CH2:36][CH2:37][CH2:38][CH2:39][CH2:40][CH2:41][CH2:42][CH2:43][CH3:44])([CH2:17][CH2:18][CH2:19][CH2:20][CH2:21][CH2:22][CH2:23][CH2:24][CH2:25][CH2:26][CH2:27][CH2:28][CH2:29][CH3:30])[C:9]4[C:14]([C:15]=3[CH:16]=[C:4]2[CH2:53][CH:49]=1)=[CH:13][CH:12]=[CH:11][CH:10]=4 |f:1.2|. Procedure: In a 500 mL round flask, 2 methyl-9,9-ditetradecyl-2,3-dihydrocyclopenta[b]fluoren-1(9H)-one (20 g, 31.9 mmol) was dissolved in 150 mL of THF and 150 mL of ethanol, and then stirred. Sodium borohydride (NaBH4) (1.8 g, 47.8 mmol) was added to the reactant in five lots, and then stirred for 12 hours. The resultant mixture, after removal of solvent, was dissolved in ethylacetate, and then washed with water three times. The organic layer was dried over magnesium sulfate, followed by removal of volat... The reactants are O=C([O-])O, CC1(CCC(=O)O)OCCO1, CC(C)CNc1c(N)cnc2ccccc12, CN1CCOCC1, CCN=C=NCCCN(C)C, CN(C)c1ccncc1, Cl, [Na+], CN(C)C=O. Yields the product CC(C)CNc1c(NC(=O)CCC2(C)OCCO2)cnc2ccccc12. As a reaction SMILES: [C:47](=[O:48])([OH:49])[O-:50].[CH3:17][C:18]1([CH2:23][CH2:24][C:25](=[O:26])[OH:27])[O:19][CH2:20][CH2:21][O:22]1.[CH3:1][CH:2]([CH2:3][NH:4][c:5]1[c:6]([NH2:15])[cH:7][n:8][c:9]2[cH:10][cH:11][cH:12][cH:13][c:14]12)[CH3:16].[CH3:28][N:29]1[CH2:30][CH2:31][O:32][CH2:33][CH2:34]1.[CH3:36][N:37]([CH3:38])[CH2:39][CH2:40][CH2:41][N:42]=[C:43]=[N:44][CH2:45][CH3:46].[CH3:57][N:58]([CH3:59])[c:60]1[cH:61][cH:62][n:63][cH:64][cH:65]1.[ClH:35].[Na+:51].[O:52]=[CH:53][N:54]([CH3:55])[CH3:56]>>[CH3:1][CH:2]([CH2:3][NH:4][c:5]1[c:6]([NH:15][C:25]([CH2:24][CH2:23][C:18]2([CH3:17])[O:19][CH2:20][CH2:21][O:22]2)=[O:26])[cH:7][n:8][c:9]2[cH:10][cH:11][cH:12][cH:13][c:14]12)[CH3:16].